Task: describe an organic reaction: reactants, conditions, products, and yield. Dataset: the Open Reaction Database (ORD), a public repository of structured organic reaction records The reactants are CCCCCC (hexane), C(C)(C)N(C(C)C)CC (N,N-diisopropylethylamine), [N+](=O)([O-])C1=CC=C(C=C1)C=1N=C(SC1)NC(CO)(C)C (2-{[4-(4-nitrophenyl)-1,3-thiazol-2-yl]amino}-2-methylpropan-1-ol), ClC(Cl)(OC(OC(Cl)(Cl)Cl)=O)Cl (triphosgene). Solvent: C(C)(=O)OCC (ethyl acetate), C(Cl)Cl (methylene chloride), ClCCl (dichloromethane). Reaction conditions: temperature 0 celsius, time 3 hour. Yields the product CC1(N(C(OC1)=O)C=1SC=C(N1)C1=CC=C(C=C1)[N+](=O)[O-])C (4,4-Dimethyl-3-[4-(4-nitrophenyl)-1,3-thiazol-2-yl]-1,3-oxazolidin-2-one). The yield is 117.4%. As a reaction SMILES: C(N(CC)C(C)C)(C)C.[N+:10]([C:13]1[CH:18]=[CH:17][C:16]([C:19]2[N:20]=[C:21]([NH:24][C:25]([CH3:29])([CH3:28])[CH2:26][OH:27])[S:22][CH:23]=2)=[CH:15][CH:14]=1)([O-:12])=[O:11].Cl[C:31](Cl)([O:33]C(=O)OC(Cl)(Cl)Cl)Cl.CCCCCC>C(Cl)Cl.C(OCC)(=O)C>[CH3:28][C:25]1([CH3:29])[CH2:26][O:27][C:31](=[O:33])[N:24]1[C:21]1[S:22][CH:23]=[C:19]([C:16]2[CH:15]=[CH:14][C:13]([N+:10]([O-:12])=[O:11])=[CH:18][CH:17]=2)[N:20]=1. Procedure details: N,N-diisopropylethylamine (1.0 mL, 5.7 mmol) was added dropwise to a solution of 2-{[4-(4-nitrophenyl)-1,3-thiazol-2-yl]amino}-2-methylpropan-1-ol (0.7 g, 2.4 mmol), prepared in the previous step, in 20 mL of dry methylene chloride at 0° C., followed by triphosgene (0.8 g, 2.8 mmol) in 20 mL of dry dichloromethane. The orange solution was stirred at 0° C. for 3 h, and then allowed to warm to room temperature. TLC (3:1 hexane:ethyl acetate) indicated the reaction was complete. The reaction was wa...